Dataset: the Open Reaction Database (ORD), a public repository of structured organic reaction records. Task: describe an organic reaction: reactants, conditions, products, and yield Starting materials: CCOC(=O)C (AcOEt), C(=O)([O-])[O-].[K+].[K+] (K2CO3), C(#N)C=1C(=NC(=CC1)C(C)C)N=CN(C)C (N′-(3-cyano-6-isopropyl-pyridin-2-yl)-N,N-dimethyl-formamidine), COC(C1=CC(=C(C=C1)SC1=CC=C(C=C1)O)N)=O (3-amino-4-(4-hydroxy-phenylsulfanyl)-benzoic acid methyl ester). The solvent is CC(=O)O (AcOH), O (H2O). Run at temperature 120 celsius. Product: COC(C1=CC(=C(C=C1)SC1=CC=C(C=C1)O)NC=1C2=C(N=CN1)N=C(C=C2)C(C)C)=O (4-(4-Hydroxy-phenylsulfanyl)-3-(7-isopropyl-pyrido[2,3-d]pyrimidin-4-ylamino)-benzoic acid methyl ester). Isolated yield 81.3%. Reaction SMILES: [C:1]([C:3]1[C:4]([N:12]=[CH:13][N:14](C)C)=[N:5][C:6]([CH:9]([CH3:11])[CH3:10])=[CH:7][CH:8]=1)#[N:2].[CH3:17][O:18][C:19](=[O:35])[C:20]1[CH:25]=[CH:24][C:23]([S:26][C:27]2[CH:32]=[CH:31][C:30]([OH:33])=[CH:29][CH:28]=2)=[C:22](N)[CH:21]=1.CCOC(C)=O.C([O-])([O-])=O.[K+].[K+]>CC(O)=O.O>[CH3:17][O:18][C:19](=[O:35])[C:20]1[CH:21]=[CH:22][C:23]([S:26][C:27]2[CH:32]=[CH:31][C:30]([OH:33])=[CH:29][CH:28]=2)=[C:24]([NH:2][C:1]2[C:3]3[CH:8]=[CH:7][C:6]([CH:9]([CH3:10])[CH3:11])=[N:5][C:4]=3[N:12]=[CH:13][N:14]=2)[CH:25]=1 |f:3.4.5|. Reported procedure: A suspension of N′-(3-cyano-6-isopropyl-pyridin-2-yl)-N,N-dimethyl-formamidine (0.75 g, 3.5 mmol) and 3-amino-4-(4-hydroxy-phenylsulfanyl)-benzoic acid methyl ester (0.96 g, 3.5 mmol) in AcOH (15 mL) was heated at 120° C. for 10 minutes under N2. The reaction mixture was portioned between AcOEt (10 mL) and H2O (150 mL) and made basic to pH 9 with K2CO3 under stirring. The resulting solid was collected by filtration, washed with H2O and AcOEt, and dried at 50° C. overnight under reduced pressure ... Reactants: C1(CCCCC1)CC(C=C)O (1-cyclohexyl-3-buten-2-ol), C(C)OC(C(C(=O)OCC)C(C)C)=O (isopropylmalonic acid diethyl ester). The reagents and catalysts are CCO.CCO.CCO.CCO.[Ti] (tetraethyl orthotitanate). Run at time 1 hour. Yields the product C1(CCCCC1)CC=CCC(C(=O)O)C(C)C (6-cyclohexyl-2-isopropyl-4-hexenoic acid). As a reaction SMILES: [CH:1]1([CH2:7][CH:8](O)[CH:9]=[CH2:10])[CH2:6][CH2:5][CH2:4][CH2:3][CH2:2]1.C([O:14][C:15](=[O:25])[CH:16]([CH:22]([CH3:24])[CH3:23])C(OCC)=O)C>CCO.CCO.CCO.CCO.[Ti]>[CH:1]1([CH2:7][CH:8]=[CH:9][CH2:10][CH:16]([CH:22]([CH3:24])[CH3:23])[C:15]([OH:25])=[O:14])[CH2:6][CH2:5][CH2:4][CH2:3][CH2:2]1 |f:2.3.4.5.6|. Reported procedure: 23.15 g (0.15 mol) of 1-cyclohexyl-3-buten-2-ol, 6.85 g (0.03 mol) of tetraethyl orthotitanate and 61.5 ml (0.30 mol) of isopropylmalonic acid diethyl ester are placed in a flask and stirred for 1 hour at 170° and then for 24 hours at 200°. Excess malonic acid ester is distilled off at 20 mbar, and the residue is dissolved in 120 ml of ethanol and, after the addition of 120 ml of 6N KOH, stirred under reflux for 7 hours. After cooling, the reaction mixture is filtered and the filtrate is extensi... Starting materials: ClC1=CC=C(N=N1)OC=1C=C(C=CC1)NS(=O)(=O)C(F)(F)F (N-(3-(6-chloro-3-pyridazinyloxy)phenyl)-1,1,1-trifluoromethanesulfonamide), [N+](=O)(O)[O-] (nitric acid), ice water. Run at temperature 4 celsius, time 30 minute. Yields the product ClC1=CC=C(N=N1)OC=1C=CC(=C(C1)NS(=O)(=O)C(F)(F)F)[N+](=O)[O-] (N-(5-(6-chloro-3-pyridazinyloxy)-2-nitrophenyl)-1,1,1-trifluoromethanesulfonamide). Reaction SMILES: [Cl:1][C:2]1[N:7]=[N:6][C:5]([O:8][C:9]2[CH:10]=[C:11]([NH:15][S:16]([C:19]([F:22])([F:21])[F:20])(=[O:18])=[O:17])[CH:12]=[CH:13][CH:14]=2)=[CH:4][CH:3]=1.[N+:23]([O-])([OH:25])=[O:24]>>[Cl:1][C:2]1[N:7]=[N:6][C:5]([O:8][C:9]2[CH:14]=[CH:13][C:12]([N+:23]([O-:25])=[O:24])=[C:11]([NH:15][S:16]([C:19]([F:20])([F:21])[F:22])(=[O:18])=[O:17])[CH:10]=2)=[CH:4][CH:3]=1. Reported procedure: 15 g of 1 was added in portions to 200 ml of chilled (4°-5° C.), stirred 90% nitric acid, and the mixture was stirred at 4° C. for 30 minutes. The resulting mixture was poured into ice water and the resulting solid was filtered. The filter cake was washed with water and purified by silica gel column chromatography, using as eluent a 66:30:4 (v:v:v) mixture of hexane, ethyl acetate and tetrahydrofuran, to give 2, as an amber glassy solid. The reactants are O.[SH-].[Na+] (sodium hydrosulfide hydrate), CC1(CC(=NO1)S(=O)(=O)C)C (5,5-dimethyl-3-methylsulfonyl-2-isoxazoline), C([O-])([O-])=O.[K+].[K+] (potassium carbonate), C(O)S(=O)[O-].[Na+] (Rongalit), BrCC=1C(=NOC1C)C(F)(F)F (4-bromomethyl-5-methyl-3-trifluoromethylisoxazole). Run in O (water), CN(C=O)C (N,N-dimethylformamide). Run at time 2 hour. The product is CC1(CC(=NO1)SCC=1C(=NOC1C)C(F)(F)F)C (5,5-dimethyl-3-(5-methyl-3-trifluoromethylisoxazol-4-ylmethylthio)-2-isoxazoline). Isolated yield 75.5%. As a reaction SMILES: O.[SH-].[Na+].[CH3:4][C:5]1([CH3:14])[O:9][N:8]=[C:7]([S:10]([CH3:13])(=O)=O)[CH2:6]1.C(=O)([O-])[O-].[K+].[K+].C(S([O-])=O)O.[Na+].BrC[C:29]1[C:30]([C:35]([F:38])([F:37])[F:36])=[N:31][O:32][C:33]=1[CH3:34]>CN(C)C=O.O>[CH3:4][C:5]1([CH3:14])[O:9][N:8]=[C:7]([S:10][CH2:13][C:29]2[C:30]([C:35]([F:38])([F:37])[F:36])=[N:31][O:32][C:33]=2[CH3:34])[CH2:6]1 |f:0.1.2,4.5.6,7.8|. Reported procedure: 0.4 g of sodium hydrosulfide hydrate (purity: 70%, 4.6 mmoles) was added to a solution of 0.4 g (2.3 mmoles) of 5,5-dimethyl-3-methylsulfonyl-2-isoxazoline dissolved in 10 ml of N,N-dimethylformamide. The mixture was stirred for 2 hours. Thereto were added 0.3 g (2.3 mmoles) of potassium carbonate, 0.4 g (2.3 mmoles) of Rongalit and 0.5 g (1.8 mmoles) of 4-bromomethyl-5-methyl-3-trifluoromethylisoxazole. The resulting mixture was stirred at room temperature for 14 hours to give rise to a reactio... Reactants: I.CSC1=NC2=CC=CC=3C2=C1C=CC3 (2-methylthiobenz(cd)indole hydriodide), N1(C=NC=C1)CC#CCN1C(C=2C(C1=O)=CC=CC2)=O (N-(4-(1H-imidazol-1yl)2-butyn-1-yl)phthalimide), I (hydriodide), imidazole leads, 4-(1H-imidazol-lyl)-2-butyn-1-ylamine, ethanol leads, ClCC#CCCl (1,4-dichloro-2-butyne), C1(C=2C(C(N1)=O)=CC=CC2)=O.[K] (potassium phthalimide), [Na] (sodium), NN (hydrazine). Run in C(C)O (ethanol). Product: N1(C=NC=C1)CC#CCNC1=NC2=CC=CC=3C2=C1C=CC3 (N-(4(1H-imidazol-1-yl)-2-butyn-1-yl)benz(cd)indol-2-amine). As a reaction SMILES: ClCC#CCCl.C1(=O)NC(=O)C2=CC=CC=C12.[K].[Na].[N:20]1([CH2:25][C:26]#[C:27][CH2:28][N:29]2C(=O)C3=CC=CC=C3C2=O)[CH:24]=[CH:23][N:22]=[CH:21]1.NN.I.CS[C:45]1[C:53]2[CH:54]=[CH:55][CH:56]=[C:51]3[C:52]=2[C:47](=[CH:48][CH:49]=[CH:50]3)[N:46]=1.I>C(O)C>[N:20]1([CH2:25][C:26]#[C:27][CH2:28][NH:29][C:45]2[C:53]3[CH:54]=[CH:55][CH:56]=[C:51]4[C:52]=3[C:47](=[CH:48][CH:49]=[CH:50]4)[N:46]=2)[CH:24]=[CH:23][N:22]=[CH:21]1 |f:1.2,6.7,^1:17,18|. Reported procedure: The sequential reaction of 1,4-dichloro-2-butyne with potassium phthalimide and then the sodium salt of imidazole leads to the formation of N-(4-(1H-imidazol-1yl)2-butyn-1-yl)phthalimide, which upon treatment with hydrazine in boiling ethanol leads to 4-(1H-imidazol-lyl)-2-butyn-1-ylamine. Reaction of the latter compound with 2-methylthiobenz(cd)indole hydriodide in ethanol solution, by the conditions of Example 52 leads to the hydriodide of the title compound which is converted to the free base...